Dataset: the Open Reaction Database (ORD), a public repository of structured organic reaction records. Task: describe an organic reaction: reactants, conditions, products, and yield Reaction SMILES: [C:1]([O:5][C:6]([NH:8][C:9]1[N:14]=[N:13][C:12]([C:15]([O:17][CH2:18][CH3:19])=[O:16])=[CH:11][CH:10]=1)=[O:7])([CH3:4])([CH3:3])[CH3:2].[CH2:20]([O:27][C:28]1[CH:33]=[CH:32][C:31]([Br:34])=[CH:30][C:29]=1[CH2:35]Br)[C:21]1[CH:26]=[CH:25][CH:24]=[CH:23][CH:22]=1.[H-].[Na+]>CN(C=O)C.C(OCC)C>[CH2:20]([O:27][C:28]1[CH:33]=[CH:32][C:31]([Br:34])=[CH:30][C:29]=1[CH2:35][N:8]([C:9]1[N:14]=[N:13][C:12]([C:15]([O:17][CH2:18][CH3:19])=[O:16])=[CH:11][CH:10]=1)[C:6]([O:5][C:1]([CH3:4])([CH3:3])[CH3:2])=[O:7])[C:21]1[CH:22]=[CH:23][CH:24]=[CH:25][CH:26]=1 |f:2.3|. Run in CN(C)C=O (DMF), C(C)OCC (diethyl ether). Reported procedure: A mixture of ethyl 6-(tert-butoxycarbonylamino)-3-pyridazine carboxylate (2.4 g), 1-(benzyloxy)-2-bromomethyl-4-bromobenzene (3.2 g) and sodium hydride (0.5 g of a 50% W/W dispersion in oil) in DMF was stirred for 2 hours. The mixture was diluted with diethyl ether and washed with water. The organic solution was dried (MgSO4), filtered and evaporated. Ethyl 6-[N-(2-benzyloxy-5-bromobenzyl)-N-(tert-butoxycarbonyl)amino]-3-pyridazinecarboxylate was isolated by flash chromatography, eluting with 2%... Reaction conditions: time 2 hour. Yields the product C(C1=CC=CC=C1)OC1=C(CN(C(=O)OC(C)(C)C)C2=CC=C(N=N2)C(=O)OCC)C=C(C=C1)Br (Ethyl 6-[N-(2-benzyloxy-5-bromobenzyl)-N-(tert-butoxycarbonyl)amino]-3-pyridazinecarboxylate). Reactants: C(C)(C)(C)OC(=O)NC1=CC=C(N=N1)C(=O)OCC (ethyl 6-(tert-butoxycarbonylamino)-3-pyridazine carboxylate), C(C1=CC=CC=C1)OC1=C(C=C(C=C1)Br)CBr (1-(benzyloxy)-2-bromomethyl-4-bromobenzene), [H-].[Na+] (sodium hydride). RXN SMILES: [CH3:1][C:2]1[CH:7]=[CH:6][N:5]=[C:4]2[N:8]=[C:9]([CH2:11][CH2:12][CH3:13])[NH:10][C:3]=12.[H-].[Na+].[C:16]([C:18]1[C:23]([C:24]2[CH:29]=[CH:28][C:27]([CH2:30]Br)=[CH:26][CH:25]=2)=[CH:22][CH:21]=[CH:20][N:19]=1)#[N:17].[NH4+].[Cl-]>CN(C=O)C.[Cl-].[Na+].O>[CH3:1][C:2]1[CH:7]=[CH:6][N:5]=[C:4]2[N:8]([CH2:30][C:27]3[CH:26]=[CH:25][C:24]([C:23]4[C:18]([C:16]#[N:17])=[N:19][CH:20]=[CH:21][CH:22]=4)=[CH:29][CH:28]=3)[C:9]([CH2:11][CH2:12][CH3:13])=[N:10][C:3]=12 |f:1.2,4.5,7.8.9|. Starting materials: CC1=C2C(=NC=C1)N=C(N2)CCC (7-methyl-2-propylimidazo [4,5-b]pyridine), [H-].[Na+] (NaH), [NH4+].[Cl-] (NH4Cl), C(#N)C1=NC=CC=C1C1=CC=C(C=C1)CBr (2-cyano-3-(4-bromomethyl- phenyl)pyridine). Conditions: time 20 minute. The solvent is CN(C)C=O (DMF), [Cl-].[Na+].O (Brine). The product is CC1=C2C(=NC=C1)N(C(=N2)CCC)CC2=CC=C(C=C2)C=2C(=NC=CC2)C#N (7-Methyl-2-propyl-3-[[4-(2-cyanopyridin-3-yl)phenyl]methyl]imidazo[4,5-b]pyridine). Procedure: To a solution of 7-Methyl-2-propylimidazo[4,5-b]pyridine (320 mg, 1.83 mmol) from Example 1 Step B in DMF (9 mL) at rt was added NaH (82 mg of an 80% dispersion in oil, 2.74 mmol). After 20 min., 2-cyano-3-(4-bromomethyl- phenyl)pyridine (600 mg, 2.19 mmol) was added and the mixture was stirred at rt for 3 h. Brine (100 mL) and aqueous NH4Cl (40 mL) were added and the product was extracted with EtOAc. Purification by flash chromatography (100% EtOAc) gave the above titled compound. The reactants are C1(CCCCC1)N1C(N(C(CC1=O)=O)C1CCOCC1)=O (1-Cyclohexyl-3-(tetrahydro-2H-pyran-4-yl)-2,4,6(1H,3H,5H)-pyrimidinetrione), C(C)(C)N(CC)C(C)C (diisopropylethylamine), N-{[3-Cyclohexyl-6-hydroxy-2,4-dioxo-1-(tetrahydro-2H-pyran-4-yl)-1-1,2,3,4-tetrahydro-5-pyrimidinyl]carbonyl}glycine, N(=C=O)CC(=O)OCC (ethyl isocyanatoacetate). Run in ClCCl (dichloromethane). Conditions: time 8 hour. Yields the product C1(CCCCC1)N1C(N(C(=C(C1=O)C(=O)NCC(=O)O)O)C1CCOCC1)=O (N-{[3-Cyclohexyl-6-hydroxy-2,4-dioxo-1-(tetrahydro-2H-pyran-4-yl)-1,2,3,4-tetrahydro-5-pyrimidinyl]carbonyl}glycine). The yield is 47.1%. RXN SMILES: [CH:1]1([N:7]2[C:12](=[O:13])[CH2:11][C:10](=[O:14])[N:9]([CH:15]3[CH2:20][CH2:19][O:18][CH2:17][CH2:16]3)[C:8]2=[O:21])[CH2:6][CH2:5][CH2:4][CH2:3][CH2:2]1.C(N(C(C)C)CC)(C)C.[N:31]([CH2:34][C:35]([O:37]CC)=[O:36])=[C:32]=[O:33]>ClCCl>[CH:1]1([N:7]2[C:12](=[O:13])[C:11]([C:32]([NH:31][CH2:34][C:35]([OH:37])=[O:36])=[O:33])=[C:10]([OH:14])[N:9]([CH:15]3[CH2:20][CH2:19][O:18][CH2:17][CH2:16]3)[C:8]2=[O:21])[CH2:2][CH2:3][CH2:4][CH2:5][CH2:6]1. Procedure: N-{[3-Cyclohexyl-6-hydroxy-2,4-dioxo-1-(tetrahydro-2H-pyran-4-yl)-1-1,2,3,4-tetrahydro-5-pyrimidinyl]carbonyl}glycine. 1-Cyclohexyl-3-(tetrahydro-2H-pyran-4-yl)-2,4,6(1H,3H,5H)-pyrimidinetrione (900 mg, 3.06 mmoles) and diisopropylethylamine (1.06 mL, 6.12 mmoles) were stirred together in dry dichloromethane (50 mL) and treated with ethyl isocyanatoacetate (360 uL, 3.21 mmoles). The mixture was stirred for under argon overnight, washed twice with 1 molar hydrochloric acid, dried and evaporated. ... Reactants: C1OC=2C=C(CNCCNS(=O)(=O)C=3C=4C=CN=CC4C=CC3)C=CC2O1 (N-[2(3,4-methylenedioxybenzylamino)ethyl]-5-isoquinolinesulfonamide), Cl (hydrochloric acid). Run in CO (methanol). Conditions: time 10 minute. The product is Cl.C1OC=2C=C(CNCCNS(=O)(=O)C=3C=4C=CN=CC4C=CC3)C=CC2O1 (N-[2-(3,4-methylenedioxybenzylamino)ethyl]-5-isoquinolinesulfonamide hydrochloride). The yield is 79.0%. Reaction SMILES: [CH2:1]1[O:27][C:26]2[CH:25]=[CH:24][C:5]([CH2:6][NH:7][CH2:8][CH2:9][NH:10][S:11]([C:14]3[C:15]4[CH:16]=[CH:17][N:18]=[CH:19][C:20]=4[CH:21]=[CH:22][CH:23]=3)(=[O:13])=[O:12])=[CH:4][C:3]=2[O:2]1.[ClH:28]>CO>[ClH:28].[CH2:1]1[O:27][C:26]2[CH:25]=[CH:24][C:5]([CH2:6][NH:7][CH2:8][CH2:9][NH:10][S:11]([C:14]3[C:15]4[CH:16]=[CH:17][N:18]=[CH:19][C:20]=4[CH:21]=[CH:22][CH:23]=3)(=[O:13])=[O:12])=[CH:4][C:3]=2[O:2]1 |f:3.4|. Procedure: 1.0 g of N-[2-(3,4-methylenedioxybenzylamine)ethyl]-5-isoquinolinesulfonamide (3) obtained in Example 1 was dissolved in 10 ml of methanol. To the solution was added an equal amount of aqueous hydrochloric acid, and the mixture was stirred for 10 minutes. Then, the solvent was removed by distillation under reduced pressure to obtain a residue. The thus obtained residue was subjected to recrystallization from a mixture of methanol and ether to obtain 0.86 g of N-[2-(3,4-methylenedioxybenzylamino)... Reactants: CNCCC1=C(C=CC=C1)[N+](=O)[O-] (N-methyl-N-(2-(2-nitrophenyl)ethyl)amine). The reagents and catalysts are [Ni] (Raney® nickel). Run in C(C)O (ethanol). Run at time 2 hour. The product is CNCCC1=C(C=CC=C1)N (2-(2-Methylamino-ethyl)-phenylamine). As a reaction SMILES: [CH3:1][NH:2][CH2:3][CH2:4][C:5]1[CH:10]=[CH:9][CH:8]=[CH:7][C:6]=1[N+:11]([O-])=O>C(O)C.[Ni]>[CH3:1][NH:2][CH2:3][CH2:4][C:5]1[CH:10]=[CH:9][CH:8]=[CH:7][C:6]=1[NH2:11]. Procedure details: A mixture of N-methyl-N-(2-(2-nitrophenyl)ethyl)amine (WO 9803473, pg 100) (3 g, 16.65 mmol) and Raney® nickel (500 mg) in ethanol (50 ml) was hydrogenated at 60 psi and room temperature for 2 hours. The mixture was filtered through Celite® and the filtrate evaporated under reduced pressure to give the title compound as an oil. Reactants: C(C)OC(C(C)N1C(COC2=C1C=C(C(=C2)F)OC2(CN(C2)C(C2=CC=CC=C2)C2=CC=CC=C2)C)=O)=O (2-[7-fluoro-6-(1-benzhydryl-3-methyl-azetidin-3-yloxy)-3-oxo-2,3-dihydro-benzo[1,4]oxazin-4-yl]-propionic acid ethyl ester). The reagents and catalysts are [OH-].[OH-].[Pd+2] (Pd(OH)2/C). The solvent is CCO (EtOH). Run at time 8 hour. Yields the product C(C)OC(C(C)N1C(COC2=C1C=C(C(=C2)F)OC2(CNC2)C)=O)=O (2-[7-fluoro-6-(3-methyl-azetidin-3-yloxy)-3-oxo-2,3-dihydro-benzo[1,4]oxazin-4-yl]-propionic acid ethyl ester). Isolated yield 144.5%. RXN SMILES: [CH2:1]([O:3][C:4](=[O:38])[CH:5]([N:7]1[C:12]2[CH:13]=[C:14]([O:18][C:19]3([CH3:36])[CH2:22][N:21](C(C4C=CC=CC=4)C4C=CC=CC=4)[CH2:20]3)[C:15]([F:17])=[CH:16][C:11]=2[O:10][CH2:9][C:8]1=[O:37])[CH3:6])[CH3:2]>CCO.[OH-].[OH-].[Pd+2]>[CH2:1]([O:3][C:4](=[O:38])[CH:5]([N:7]1[C:12]2[CH:13]=[C:14]([O:18][C:19]3([CH3:36])[CH2:20][NH:21][CH2:22]3)[C:15]([F:17])=[CH:16][C:11]=2[O:10][CH2:9][C:8]1=[O:37])[CH3:6])[CH3:2] |f:2.3.4|. Procedure: A suspension of 2-[7-fluoro-6-(1-benzhydryl-3-methyl-azetidin-3-yloxy)-3-oxo-2,3-dihydro-benzo[1,4]oxazin-4-yl]-propionic acid ethyl ester (0.280 g, 0.540 mmol) and Pd(OH)2/C (10%, 0.140 g, 0.1 mmol) in EtOH (15 mL) was stirred under H2 (50 psi) at ambient temperature overnight. The reaction mixture was filtered and the filtrate was evaporated in vacuo to give 2-[7-fluoro-6-(3-methyl-azetidin-3-yloxy)-3-oxo-2,3-dihydro-benzo[1,4]oxazin-4-yl]-propionic acid ethyl ester (0.275 g, crude) as an oil,... Reactants: BrC1=CC(=C(C#N)C=C1)CBr (4-Bromo-2-bromomethyl-benzonitrile), ClC1=CC(=C(C=C1)O)I (4-Chloro-2-iodo-phenol), [H-].[Na+] (NaH), BrC1=CC(=C(C#N)C=C1)CBr (4-Bromo-2-bromomethyl-benzonitrile), ClC1=CC(=C(C=C1)O)I (4-Chloro-2-iodo-phenol). Run in CN(C)C=O (DMF). Conditions: time 2.5 hour. The product is BrC1=CC(=C(C#N)C=C1)COC1=C(C=C(C=C1)Cl)I (4-Bromo-2-(4-chloro-2-iodo-phenoxymethyl)-benzonitrile). RXN SMILES: [Br:1][C:2]1[CH:9]=[CH:8][C:5]([C:6]#[N:7])=[C:4]([CH2:10]Br)[CH:3]=1.[Cl:12][C:13]1[CH:18]=[CH:17][C:16]([OH:19])=[C:15]([I:20])[CH:14]=1.[H-].[Na+]>CN(C=O)C>[Br:1][C:2]1[CH:9]=[CH:8][C:5]([C:6]#[N:7])=[C:4]([CH2:10][O:19][C:16]2[CH:17]=[CH:18][C:13]([Cl:12])=[CH:14][C:15]=2[I:20])[CH:3]=1 |f:2.3|. Procedure details: To a stirred mixture of 4-Bromo-2-bromomethyl-benzonitrile Example 347A (1.00 g, 3.64 mmol) and 4-Chloro-2-iodo-phenol Example 347B (0.94 g, 3.69 mmol) in dry DMF (8.0 mL) under argon was added 95% NaH (103 mg, 4.08 mmol). The reaction mixture was stirred at room temperature for 2.5 hours and quenched with water (30 mL). The resulting mixture was extracted with ether (180 mL). The organic layer was washed with water (1×30 mL), 1N NaOH solution (1×30 mL) and brine (1×30 mL). The organic layer was... Starting materials: N1=CC=C(C=C1)CC(=O)C1=CC=C(C=C1)OCC1=NC2=CC=CC=C2C=C1 (2-pyridin-4-yl-1-[4-(quinolin-2-ylmethoxy)-phenyl]-ethanone), C(C1=CC=CC=C1)OC1=CC(=C(C(=O)N(C)OC)C=C1)F (4-Benzyloxy-2-fluoro-N-methoxy-N-methyl-benzamide). Product: C(C1=CC=CC=C1)OC1=CC(=C(C=C1)C(CC1=CC=NC=C1)=O)F (1-(4-Benzyloxy-2-fluoro-phenyl)-2-pyridin-4-yl-ethanone). As a reaction SMILES: [N:1]1[CH:6]=[CH:5][C:4]([CH2:7][C:8]([C:10]2[CH:15]=[CH:14][C:13]([O:16][CH2:17][C:18]3[CH:27]=[CH:26][C:25]4[C:20](=[CH:21]C=CC=4)N=3)=[CH:12][CH:11]=2)=[O:9])=[CH:3][CH:2]=1.C(OC1C=CC(C(N(OC)C)=O)=C([F:48])C=1)C1C=CC=CC=1>>[CH2:17]([O:16][C:13]1[CH:12]=[CH:11][C:10]([C:8](=[O:9])[CH2:7][C:4]2[CH:3]=[CH:2][N:1]=[CH:6][CH:5]=2)=[C:15]([F:48])[CH:14]=1)[C:18]1[CH:27]=[CH:26][CH:25]=[CH:20][CH:21]=1. Procedure details: Following the procedure for the preparation of 2-pyridin-4-yl-1-[4-(quinolin-2-ylmethoxy)-phenyl]-ethanone but substituting 4-Benzyloxy-2-fluoro-N-methoxy-N-methyl-benzamide provided the title compound. MS: (M+H m/z=322.1).